Dataset: the Open Reaction Database (ORD), a public repository of structured organic reaction records. Task: describe an organic reaction: reactants, conditions, products, and yield Reactants: [H-].[Na+] (Sodium hydride), NC=1SC=C(N1)/C(/C(=O)OCC)=N/O (ethyl (Z)-(2-aminothiazol-4-yl)-2-hydroxyiminoacetate), C(C1=CC=CC=C1)(C1=CC=CC=C1)(C1=CC=CC=C1)Cl (trityl chloride). Solvent: C1CCOC1 (THF), C1CCOC1 (THF). The product is NC=1SC=C(N1)/C(/C(=O)OCC)=N/OC(C1=CC=CC=C1)(C1=CC=CC=C1)C1=CC=CC=C1 (Ethyl (Z)-2-(2-Aminothiazol-4-yl)-2-trityloxyiminoacetate). As a reaction SMILES: [H-].[Na+].[NH2:3][C:4]1[S:5][CH:6]=[C:7](/[C:9](=[N:15]/[OH:16])/[C:10]([O:12][CH2:13][CH3:14])=[O:11])[N:8]=1.[C:17](Cl)([C:30]1[CH:35]=[CH:34][CH:33]=[CH:32][CH:31]=1)([C:24]1[CH:29]=[CH:28][CH:27]=[CH:26][CH:25]=1)[C:18]1[CH:23]=[CH:22][CH:21]=[CH:20][CH:19]=1>C1COCC1>[NH2:3][C:4]1[S:5][CH:6]=[C:7](/[C:9](=[N:15]/[O:16][C:17]([C:18]2[CH:23]=[CH:22][CH:21]=[CH:20][CH:19]=2)([C:30]2[CH:31]=[CH:32][CH:33]=[CH:34][CH:35]=2)[C:24]2[CH:25]=[CH:26][CH:27]=[CH:28][CH:29]=2)/[C:10]([O:12][CH2:13][CH3:14])=[O:11])[N:8]=1 |f:0.1|. Procedure details: Sodium hydride (60% dispersion in mineral oil, 13.2 g, 0.33 mol) was added portionwise to a cold (0° C.) mixture of ethyl (Z)-(2-aminothiazol-4-yl)-2-hydroxyiminoacetate (64.5 g, 0.3 mol) in dry THF (1 L) with vigorous stirring and the mixture was stirred for 0.5 hr. at room temperature. To the mixture was added a solution of trityl chloride (92.0 g, 0.33 mol) in dry THF (0.2 L) with cooling and stirring. The mixture was stirred for 2 hr. at ambient temperature and evaporated under reduced press... Reactants: O=C([O-])[O-], O=CCc1ccccc1, N, [NH4+], [NH4+], [Na+], N#C[Na], O, O=S([O-])O. Yields the product NC(Cc1ccccc1)C(=O)O. As a reaction SMILES: [C:18]([O-:19])([O-:20])=[O:21].[CH:6](=[O:7])[CH2:8][c:9]1[cH:10][cH:11][cH:12][cH:13][cH:14]1.[NH3:24].[NH4+:22].[NH4+:23].[Na+:5].[Na:15][C:16]#[N:17].[OH2:25].[S:1](=[O:2])([OH:3])[O-:4]>>[CH:6]([CH2:8][c:9]1[cH:10][cH:11][cH:12][cH:13][cH:14]1)([C:18]([OH:19])=[O:21])[NH2:22]. Starting materials: ClC1=CC2=C(NC3=C(C=CC(=C23)C2=CC(=CC=C2)S(=O)(=O)CC)O)N=C1 (3-chloro-5-(3-(ethylsulfonyl)phenyl)-9H-pyrido[2,3-b]indol-8-ol), C(C)S(=O)(=O)C=1C=C(C=CC1)C1=C2C3=C(NC2=C(C=C1)OCCCN(C)C)N=CC(=C3)C (3-(5-(3-(ethylsulfonyl)phenyl)-3-methyl-9H-pyrido[2,3-b]indol-8-yloxy)-N,N-dimethylpropan-1-amine). Yields the product ClC1=CC2=C(NC3=C(C=CC(=C23)C2=CC(=CC=C2)S(=O)(=O)CC)OCCN2CCOCC2)N=C1 (4-(2-(3-chloro-5-(3-(ethylsulfonyl)phenyl)-9H-pyrido[2,3-b]indol-8-yloxy)ethyl)morpholine). As a reaction SMILES: [Cl:1][C:2]1[CH:26]=[N:25][C:5]2[NH:6][C:7]3[C:12]([C:4]=2[CH:3]=1)=[C:11]([C:13]1[CH:18]=[CH:17][CH:16]=[C:15]([S:19]([CH2:22][CH3:23])(=[O:21])=[O:20])[CH:14]=1)[CH:10]=[CH:9][C:8]=3[OH:24].C(S(C1C=C(C2C=C[C:44]([O:47][CH2:48][CH2:49]CN(C)C)=[C:43]3C=2[C:40]2C=C(C)C=N[C:41]=2[NH:42]3)C=CC=1)(=O)=O)C>>[Cl:1][C:2]1[CH:26]=[N:25][C:5]2[NH:6][C:7]3[C:12]([C:4]=2[CH:3]=1)=[C:11]([C:13]1[CH:18]=[CH:17][CH:16]=[C:15]([S:19]([CH2:22][CH3:23])(=[O:21])=[O:20])[CH:14]=1)[CH:10]=[CH:9][C:8]=3[O:24][CH2:40][CH2:41][N:42]1[CH2:43][CH2:44][O:47][CH2:48][CH2:49]1. Procedure: The title compound was prepared from Compound 218 by using an analogous procedure to that outlined in the preparation of Compound 205. 1H NMR (400 MHz, Methanol-d4) δ 8.12 (s, 1 H) 8.00(m, 1 H) 7.92 (m, 1 H) 7.74 (t, J=7.84 Hz, 1 H) 7.64 (s, 1 H) 7.09 (m, 1 H) 7.02 (m, 1 H) 6.84 (s, 1 H) 4.40 (t, J=5.0 Hz, 2 H) 4.11 (br, 4 H) 3.80 (br, 4 H) 3.55 (t, J=5.0 Hz, 2 H) 3.30 (q, J=7.32 Hz, 2 H) 1.27 (t, J=7.32 Hz, 3 H). [M+H] calc'd for C25H27ClN3O4S, 500; found, 500. Reactants: C1(CCCC1)C(C(=O)OC)C1(CCCCC1)O (Methyl α-Cyclopentyl-1-Hydroxycyclohexaneacetate), FC(S(=O)(=O)OS(=O)(=O)C(F)(F)F)(F)F (Trifluoromethane sulfonic anhydride). The reagents and catalysts are CN(C1=CC=NC=C1)C (4-dimethylaminopyridine). The solvent is N1=CC=CC=C1 (pyridine). Conditions: time 15 minute. Yields the product C1(CCCC1)C(C(=O)OC)C1=CCCCC1 (Methyl α-Cyclopentyl-1-Cyclohexen-1-Acetate). The yield is 105.8%. As a reaction SMILES: [CH:1]1([CH:6]([C:11]2(O)[CH2:16][CH2:15][CH2:14][CH2:13][CH2:12]2)[C:7]([O:9][CH3:10])=[O:8])[CH2:5][CH2:4][CH2:3][CH2:2]1.FC(F)(F)S(OS(C(F)(F)F)(=O)=O)(=O)=O>N1C=CC=CC=1.CN(C)C1C=CN=CC=1>[CH:1]1([CH:6]([C:11]2[CH2:16][CH2:15][CH2:14][CH2:13][CH:12]=2)[C:7]([O:9][CH3:10])=[O:8])[CH2:2][CH2:3][CH2:4][CH2:5]1. Reported procedure: The product of Example R (16.25 g, 0.068 mole) was dissolved in pyridine (100 mls) containing 3 g of 4-dimethylaminopyridine at 25° C. Trifluoromethane sulfonic anhydride (20.0 g, 0.068 moles) was added dropwise under N2 over 10 minutes. The temperature was increased to +50° C. for 15 minutes. After cooling the mixture to room temperature and stirring for 15 minutes, the reaction mixture was poured into 600 mls of 2N HCL and extracted with 1:1 ethyl acetate/ether. The organic phase was washed wi... The product is OC1=C(C(=O)O)C=C(C=C1)N(C(CCC1=CC=CC=C1)=O)CC1=CC=C(C=C1)C(=O)NCC1=CC=C(C=C1)CCCCC (2-hydroxy-5-[(4-{[(4-pentylbenzyl)amino]carbonyl}benzyl)(3-phenylpropanoyl)amino]benzoic acid). The reactants are C(CCCC)C1=CC=C(CN)C=C1 (4-pentylbenzylamine), NC1=CC2=C(OC(OC2=O)(C)C)C=C1 (6-amino-2,2-dimethyl-4H-1,3-benzodioxin-4-one), ClCC1=CC=C(C(=O)Cl)C=C1 (4-(chloromethyl)benzoyl chloride), C1(=CC=CC=C1)CCC(=O)Cl (3-phenylpropanoyl chloride). RXN SMILES: [CH2:1]([C:6]1[CH:13]=[CH:12][C:9]([CH2:10][NH2:11])=[CH:8][CH:7]=1)[CH2:2][CH2:3][CH2:4][CH3:5].Cl[CH2:15][C:16]1[CH:24]=[CH:23][C:19]([C:20](Cl)=[O:21])=[CH:18][CH:17]=1.[C:25]1([CH2:31][CH2:32][C:33](Cl)=[O:34])[CH:30]=[CH:29][CH:28]=[CH:27][CH:26]=1.[NH2:36][C:37]1[CH:49]=[CH:48][C:40]2[O:41]C(C)(C)[O:43][C:44](=[O:45])[C:39]=2[CH:38]=1>>[OH:41][C:40]1[CH:48]=[CH:49][C:37]([N:36]([CH2:15][C:16]2[CH:24]=[CH:23][C:19]([C:20]([NH:11][CH2:10][C:9]3[CH:12]=[CH:13][C:6]([CH2:1][CH2:2][CH2:3][CH2:4][CH3:5])=[CH:7][CH:8]=3)=[O:21])=[CH:18][CH:17]=2)[C:33](=[O:34])[CH2:32][CH2:31][C:25]2[CH:30]=[CH:29][CH:28]=[CH:27][CH:26]=2)=[CH:38][C:39]=1[C:44]([OH:45])=[O:43]. Procedure details: The title compound was prepared following the procedure A using 4-pentylbenzylamine, 4-(chloromethyl)benzoyl chloride, 3-phenylpropanoyl chloride and 6-amino-2,2-dimethyl-4H-1,3-benzodioxin-4-one. M+(ESI): 579.4 Reactants: Polyphosphoric acid, SC(C(=O)N1CSCC1C(=O)O)C (N-(2-mercaptopropanoyl)thiazolidine-4-carboxylic acid). The solvent is O (water). Reaction conditions: time 4 hour. Product: CC1C(N2C(C(S1)=O)CSC2)=O (6-methyl-1H,3H-thiazolo[4,3-c][1,4]thiazine-5,8-dione). Yield: 50.8%. Reaction SMILES: [SH:1][CH:2]([CH3:13])[C:3]([N:5]1[CH:9]([C:10](O)=[O:11])[CH2:8][S:7][CH2:6]1)=[O:4]>O>[CH3:13][CH:2]1[S:1][C:10](=[O:11])[CH:9]2[CH2:8][S:7][CH2:6][N:5]2[C:3]1=[O:4]. Reported procedure: Polyphosphoric acid (36 g) was added to N-(2-mercaptopropanoyl)thiazolidine-4-carboxylic acid (1.5 g, 6.78 mmol) and the mixture stirred at 50° for a period of 4 hours. The reaction mixture was then dissolved in water and extracted with ethyl acetate. The organic layer was washed with water and brine, dried over magnesium sulfate, filtered and concentrated to give 0.7 g of 6-methyl-1H,3H-thiazolo[4,3-c][1,4]thiazine-5,8-dione as a pale yellow oil. Reactants: ClCC1=CC(=C(OCC=2N=C(OC2C)C=2OC=CC2)C=C1)OC (4-[(4-chloromethyl-2-methoxyphenoxy)methyl]-2-(2-furyl)-5-methyl-1,3-oxazole), OC1=NN(C=C1CCP(OCC)(OCC)=O)C1=CC=CC=C1 (diethyl 2-(3-hydroxy-1-phenyl-1H-pyrazol-4-yl)ethylphosphonate), CN(C=O)C (N,N-dimethylformamide), [H-].[Na+] (sodium hydride). Solvent: O (Water). Run at time 6 hour. Product: O1C(=CC=C1)C=1OC(=C(N1)COC1=C(C=C(COC2=NN(C=C2CCP(OCC)(OCC)=O)C2=CC=CC=C2)C=C1)OC)C (diethyl 2-{3-[(4-{[2-(2-furyl)-5-methyl-1,3-oxazol-4-yl]methoxy}-3-methoxybenzyl)oxy]-1-phenyl-1H-pyrazol-4-yl}ethylphosphonate). Yield: 84.8%. RXN SMILES: Cl[CH2:2][C:3]1[CH:21]=[CH:20][C:6]([O:7][CH2:8][C:9]2[N:10]=[C:11]([C:15]3[O:16][CH:17]=[CH:18][CH:19]=3)[O:12][C:13]=2[CH3:14])=[C:5]([O:22][CH3:23])[CH:4]=1.[OH:24][C:25]1[C:29]([CH2:30][CH2:31][P:32](=[O:39])([O:36][CH2:37][CH3:38])[O:33][CH2:34][CH3:35])=[CH:28][N:27]([C:40]2[CH:45]=[CH:44][CH:43]=[CH:42][CH:41]=2)[N:26]=1.CN(C)C=O.[H-].[Na+]>O>[O:16]1[CH:17]=[CH:18][CH:19]=[C:15]1[C:11]1[O:12][C:13]([CH3:14])=[C:9]([CH2:8][O:7][C:6]2[CH:20]=[CH:21][C:3]([CH2:2][O:24][C:25]3[C:29]([CH2:30][CH2:31][P:32](=[O:39])([O:33][CH2:34][CH3:35])[O:36][CH2:37][CH3:38])=[CH:28][N:27]([C:40]4[CH:45]=[CH:44][CH:43]=[CH:42][CH:41]=4)[N:26]=3)=[CH:4][C:5]=2[O:22][CH3:23])[N:10]=1 |f:3.4|. Procedure: To a mixture of 4-[(4-chloromethyl-2-methoxyphenoxy)methyl]-2-(2-furyl)-5-methyl-1,3-oxazole (0.38 g), diethyl 2-(3-hydroxy-1-phenyl-1H-pyrazol-4-yl)ethylphosphonate (0.47 g) and N,N-dimethylformamide (20 mL) was added sodium hydride (60% in oil, 0.050 g) at room temperature. The mixture was stirred at room temperature for 6 hrs. Water was poured into the reaction mixture, and the mixture was extracted with ethyl acetate. The ethyl acetate layer was washed with saturated brine, dried over anhydr...